From a dataset of the Open Reaction Database (ORD), a public repository of structured organic reaction records. describe an organic reaction: reactants, conditions, products, and yield Reactants: BrC=1C(=NC=CC1)C#N (3-bromo-2-cyanopyridine), [N-]=[N+]=[N-].[Na+] (sodium azide), O (water). Run in CN(C)C=O (DMF). Product: N(=[N+]=[N-])C=1C(=NC=CC1)C#N (3-Azido-2-cyanopyridine). RXN SMILES: Br[C:2]1[C:3]([C:8]#[N:9])=[N:4][CH:5]=[CH:6][CH:7]=1.[N-:10]=[N+:11]=[N-:12].[Na+].O>CN(C=O)C>[N:10]([C:2]1[C:3]([C:8]#[N:9])=[N:4][CH:5]=[CH:6][CH:7]=1)=[N+:11]=[N-:12] |f:1.2|. Procedure: A solution of 3-bromo-2-cyanopyridine (Chem. Pharm. Bull, 1985, 33, 565) (2.6 g, 14.2 mmol) and sodium azide (1.0 g, 15.3 mmol) in DMF (30 ml) was heated at 90° C. for 16 h. The resulting mixture was cooled, water was added and the whole was extracted with ethyl acetate. The combined extracts were washed with saturated brine and dried over magnesium sulphate. Evaporation of the solvent gave the product as an oil, which was purified by flash column chromatography on silica gel, eluting with ethyl... Starting materials: CCOC(=O)c1nn(C)c2c1CCc1cnc(OC)nc1-2, C[Si](C)(C)Cl, CO, CC#N, [I-], [Na+]. The product is CCOC(=O)c1nn(C)c2c1CCc1cnc(O)nc1-2. Reaction SMILES: [CH3:1][O:2][c:3]1[n:4][c:5]2[c:10]([cH:11][n:12]1)[CH2:9][CH2:8][c:7]1[c:6]-2[n:15]([CH3:16])[n:14][c:13]1[C:17](=[O:18])[O:19][CH2:20][CH3:21].[CH3:24][Si:25]([Cl:26])([CH3:27])[CH3:28].[CH3:29][OH:30].[CH3:31][C:32]#[N:33].[I-:23].[Na+:22]>>[OH:2][c:3]1[n:4][c:5]2[c:10]([cH:11][n:12]1)[CH2:9][CH2:8][c:7]1[c:6]-2[n:15]([CH3:16])[n:14][c:13]1[C:17](=[O:18])[O:19][CH2:20][CH3:21]. The reactants are CCOc1cc(C(C)(C)C)ncc1C1=NC(C)(c2ccc(Cl)cc2)C(C)(c2ccc(Cl)cc2)N1C(=O)N1CCN(CC(=O)O)CC1, Cl, OC1CNC1. The product is CCOc1cc(C(C)(C)C)ncc1C1=NC(C)(c2ccc(Cl)cc2)C(C)(c2ccc(Cl)cc2)N1C(=O)N1CCN(CC(=O)N2CC(O)C2)CC1. Reaction SMILES: [C:2]([CH3:3])([CH3:4])([CH3:5])[c:6]1[cH:7][c:8]([O:45][CH2:46][CH3:47])[c:9]([C:12]2=[N:16][C:15]([CH3:17])([c:18]3[cH:19][cH:20][c:21]([Cl:24])[cH:22][cH:23]3)[C:14]([CH3:25])([c:26]3[cH:27][cH:28][c:29]([Cl:32])[cH:30][cH:31]3)[N:13]2[C:33](=[O:34])[N:35]2[CH2:36][CH2:37][N:38]([CH2:41][C:42](=[O:43])[OH:44])[CH2:39][CH2:40]2)[cH:10][n:11]1.[ClH:1].[NH:48]1[CH2:49][CH:50]([OH:52])[CH2:51]1>>[C:2]([CH3:3])([CH3:4])([CH3:5])[c:6]1[cH:7][c:8]([O:45][CH2:46][CH3:47])[c:9]([C:12]2=[N:16][C:15]([CH3:17])([c:18]3[cH:19][cH:20][c:21]([Cl:24])[cH:22][cH:23]3)[C:14]([CH3:25])([c:26]3[cH:27][cH:28][c:29]([Cl:32])[cH:30][cH:31]3)[N:13]2[C:33](=[O:34])[N:35]2[CH2:36][CH2:37][N:38]([CH2:41][C:42](=[O:44])[N:48]3[CH2:49][CH:50]([OH:52])[CH2:51]3)[CH2:39][CH2:40]2)[cH:10][n:11]1. Starting materials: ClC1=NC(=CC(=N1)C)C (2-chloro-4,6-dimethylpyrimidine), ClC1=CC=C2C(=CC=NC2=C1)NC1=CC=C(C=C1)S(=O)(=O)N1CCNCC1 ([[4-[(7-chloro-4-quinolinyl)amino]phenyl]sulfonyl]piperazine). Yields the product CC1=NC(=NC(=C1)C)N1CCN(CC1)S(=O)(=O)C1=CC=C(C=C1)NC1=CC=NC2=CC(=CC=C12)Cl (1-[(4,6-dimethyl-2-pyrimidinyl)]-4-[[4-[[7-chloro-4-quinolinyl]amino]phenyl]sulfonyl]piperazine). Reaction SMILES: Cl[C:2]1[N:7]=[C:6]([CH3:8])[CH:5]=[C:4]([CH3:9])[N:3]=1.[Cl:10][C:11]1[CH:20]=[C:19]2[C:14]([C:15]([NH:21][C:22]3[CH:27]=[CH:26][C:25]([S:28]([N:31]4[CH2:36][CH2:35][NH:34][CH2:33][CH2:32]4)(=[O:30])=[O:29])=[CH:24][CH:23]=3)=[CH:16][CH:17]=[N:18]2)=[CH:13][CH:12]=1>>[CH3:9][C:4]1[CH:5]=[C:6]([CH3:8])[N:7]=[C:2]([N:34]2[CH2:35][CH2:36][N:31]([S:28]([C:25]3[CH:26]=[CH:27][C:22]([NH:21][C:15]4[C:14]5[C:19](=[CH:20][C:11]([Cl:10])=[CH:12][CH:13]=5)[N:18]=[CH:17][CH:16]=4)=[CH:23][CH:24]=3)(=[O:29])=[O:30])[CH2:32][CH2:33]2)[N:3]=1. Reported procedure: In the manner given in Example 9, part E, 2-chloro-4,6-dimethylpyrimidine is heated with [[4-[(7-chloro-4-quinolinyl)amino]phenyl]sulfonyl]piperazine to give 1-[(4,6-dimethyl-2-pyrimidinyl)]-4-[[4-[[7-chloro-4-quinolinyl]amino]phenyl]sulfonyl]piperazine. Procedure details: A mixture of 150 parts of 2-methyl-1-hepten-6-one and 50 parts of citral is heated with 20 parts of zinc oxide in a round flask while stirring for 4 hours at 160° C and atmospheric pressure. Water thus formed is removed by distillation. The fractionation which follows gives 61 parts of 2,10,14-trimethylpentadeca-1,7,9,13-tetraen-6-one having a boiling point of 118° to 120° C at 10116 4 mm. The yield is 88% of theory based on citral, at a conversion of 81%. Solvent: O (Water). Run at temperature 160 celsius, time 4 hour. Reagents/catalysts: [O-2].[Zn+2] (zinc oxide). Starting materials: 150, CC(=C)CCCC(C)=O (2-methyl-1-hepten-6-one), CC(C)=CCCC(C)=CC=O (citral). Isolated yield 88.0%. The product is 61, CC(=C)CCCC(C=CC=C(CCC=C(C)C)C)=O (2,10,14-trimethylpentadeca-1,7,9,13-tetraen-6-one). RXN SMILES: [CH3:1][C:2]([CH2:4][CH2:5][CH2:6][C:7](=[O:9])[CH3:8])=[CH2:3].[CH3:10][C:11](=[CH:13][CH2:14][CH2:15][C:16](=[CH:18][CH:19]=O)[CH3:17])[CH3:12]>[O-2].[Zn+2].O>[CH3:3][C:2]([CH2:4][CH2:5][CH2:6][C:7](=[O:9])[CH:8]=[CH:19][CH:18]=[C:16]([CH3:17])[CH2:15][CH2:14][CH:13]=[C:11]([CH3:12])[CH3:10])=[CH2:1] |f:2.3|. The reactants are CCOC(=O)C=C(Cc1ccc(OC)cc1)c1ccc(C(F)(F)F)cc1, CCO. Yields the product CCOC(=O)CC(Cc1ccc(OC)cc1)c1ccc(C(F)(F)F)cc1. Reaction SMILES: [CH3:1][O:2][c:3]1[cH:4][cH:5][c:6]([CH2:9][C:10](=[CH:11][C:12](=[O:13])[O:14][CH2:15][CH3:16])[c:17]2[cH:18][cH:19][c:20]([C:23]([F:24])([F:25])[F:26])[cH:21][cH:22]2)[cH:7][cH:8]1.[CH3:27][CH2:28][OH:29]>>[CH3:1][O:2][c:3]1[cH:4][cH:5][c:6]([CH2:9][CH:10]([CH2:11][C:12](=[O:13])[O:14][CH2:15][CH3:16])[c:17]2[cH:18][cH:19][c:20]([C:23]([F:24])([F:25])[F:26])[cH:21][cH:22]2)[cH:7][cH:8]1. The reactants are C(CCC)OC(=O)C=1C(=C2C(=C(N1)Br)SN=C2C)O (7-bromo-4-hydroxy-3-methyl-isothiazolo[5,4-c]pyridine-5-carboxylic acid butyl ester), C(CCC)[Sn](C1=NC=CC=C1)(CCCC)CCCC (2-(tributylstannyl)pyridine). The product is C(CCC)OC(=O)C=1C(=C2C(=C(N1)C1=NC=CC=C1)SN=C2C)O (4-Hydroxy-3-methyl-7-pyridin-2-yl-isothiazolo[5,4-c]pyridine-5-carboxylic acid butyl ester). Reaction SMILES: [CH2:1]([O:5][C:6]([C:8]1[C:9]([OH:19])=[C:10]2[C:17]([CH3:18])=[N:16][S:15][C:11]2=[C:12](Br)[N:13]=1)=[O:7])[CH2:2][CH2:3][CH3:4].C([Sn](CCCC)(CCCC)[C:25]1[CH:30]=[CH:29][CH:28]=[CH:27][N:26]=1)CCC>>[CH2:1]([O:5][C:6]([C:8]1[C:9]([OH:19])=[C:10]2[C:17]([CH3:18])=[N:16][S:15][C:11]2=[C:12]([C:25]2[CH:30]=[CH:29][CH:28]=[CH:27][N:26]=2)[N:13]=1)=[O:7])[CH2:2][CH2:3][CH3:4]. Procedure: The title compound was synthesized in analogy Example 3 from 7-bromo-4-hydroxy-3-methyl-isothiazolo[5,4-c]pyridine-5-carboxylic acid butyl ester and 2-(tributylstannyl)pyridine: MS (m/z) 344.2 (M+1).